This data is from the Open Reaction Database (ORD), a public repository of structured organic reaction records. The task is: describe an organic reaction: reactants, conditions, products, and yield The reactants are COc1ccccc1-c1cccc(C(C)(O)c2cccc(C(C)(C)C)c2OCc2ccccc2)c1, Cc1ccccc1, CCOC(C)=O, Cc1ccc(S(=O)(=O)O)cc1. Product: C=C(c1cccc(-c2ccccc2OC)c1)c1cccc(C(C)(C)C)c1OCc1ccccc1. As a reaction SMILES: [CH2:1]([c:2]1[cH:3][cH:4][cH:5][cH:6][cH:7]1)[O:8][c:9]1[c:10]([C:19]([CH3:20])([OH:21])[c:22]2[cH:23][c:24](-[c:28]3[c:29]([O:34][CH3:35])[cH:30][cH:31][cH:32][cH:33]3)[cH:25][cH:26][cH:27]2)[cH:11][cH:12][cH:13][c:14]1[C:15]([CH3:16])([CH3:17])[CH3:18].[CH3:47][c:48]1[cH:49][cH:50][cH:51][cH:52][cH:53]1.[CH3:54][CH2:55][O:56][C:57](=[O:58])[CH3:59].[c:36]1([CH3:37])[cH:38][cH:39][c:40]([S:41]([OH:42])(=[O:43])=[O:44])[cH:45][cH:46]1>>[CH2:1]([c:2]1[cH:3][cH:4][cH:5][cH:6][cH:7]1)[O:8][c:9]1[c:10]([C:19](=[CH2:20])[c:22]2[cH:23][c:24](-[c:28]3[c:29]([O:34][CH3:35])[cH:30][cH:31][cH:32][cH:33]3)[cH:25][cH:26][cH:27]2)[cH:11][cH:12][cH:13][c:14]1[C:15]([CH3:16])([CH3:17])[CH3:18]. Starting materials: FC1=C(OC2=CC3=C(NC(=N3)C3=NC=CC=C3)C=C2OC=2C=NC(=CC2)S(=O)(=O)CC)C(=CC=C1)F (5-(2,6-Difluoro-phenoxy)-2-pyridin-2-yl-6-(6-ethanesulfonyl-pyridin-3-yloxy)-1H-benzimidazole), N1=C(C=NC=C1)C(=O)O (pyrazine-2-carboxylic acid). The product is FC1=C(OC2=CC3=C(NC(=N3)C3=NC=CN=C3)C=C2OC=2C=NC(=CC2)S(=O)(=O)CC)C(=CC=C1)F (5-(2,6-Difluoro-phenoxy)-2-pyrazin-2-yl-6-(6-ethanesulfonyl-pyridin-3-yloxy)-1H-benzimidazole). RXN SMILES: [F:1][C:2]1[CH:35]=[CH:34][CH:33]=[C:32]([F:36])[C:3]=1[O:4][C:5]1[C:19]([O:20][C:21]2[CH:22]=[N:23][C:24]([S:27]([CH2:30][CH3:31])(=[O:29])=[O:28])=[CH:25][CH:26]=2)=[CH:18][C:8]2[NH:9][C:10]([C:12]3[CH:17]=C[CH:15]=[CH:14][N:13]=3)=[N:11][C:7]=2[CH:6]=1.[N:37]1C=CN=CC=1C(O)=O>>[F:36][C:32]1[CH:33]=[CH:34][CH:35]=[C:2]([F:1])[C:3]=1[O:4][C:5]1[C:19]([O:20][C:21]2[CH:22]=[N:23][C:24]([S:27]([CH2:30][CH3:31])(=[O:29])=[O:28])=[CH:25][CH:26]=2)=[CH:18][C:8]2[NH:9][C:10]([C:12]3[CH:17]=[N:37][CH:15]=[CH:14][N:13]=3)=[N:11][C:7]=2[CH:6]=1. Reported procedure: The entitled compound was obtained as a colorless solid in the same method as in Example 197 or in accordance with the method or by combining it with an ordinary method but using 4-(2,6-difluoro-phenoxy)-5-(6-ethanesulfonyl-pyridin-3-yloxy)-benzene-1,2-diamine obtained in Example 235 and pyrazine-2-carboxylic acid.